Dataset: the Open Reaction Database (ORD), a public repository of structured organic reaction records. Task: describe an organic reaction: reactants, conditions, products, and yield Reactants: C(C)(=O)NC1=CC=C(OCCO)C=C1 (2-[4-(acetylamino)phenoxy]ethanol), C1(CCCCC1)N=C=NC1CCCCC1 (dicyclohexylcarbodiimide), C(C1=CC=CC=C1)OC1=C(C(=O)NCCCC(=O)O)C=C(C=C1)OCC1=CC=CC=C1 (4-{N-[2,5-di(benzyloxy)benzoyl]amino}butyric acid), compound. Reagents/catalysts: CN(C)C1=CC=NC=C1 (4-(N,N-dimethyl-amino)pyridine). The solvent is C(Cl)Cl (methylene chloride), C(Cl)Cl (methylene chloride). Product: C(C1=CC=CC=C1)OC1=C(C(=O)NCCCC(=O)OCCOC2=CC=C(C=C2)NC(C)=O)C=C(C=C1)OCC1=CC=CC=C1 (2-[4-(acetylamino)phenoxy]ethyl 4-{N-[2,5-di(benzyloxy) benzoyl]amino}butanoate). Isolated yield 55.0%. Reaction SMILES: C1(N=C=NC2CCCCC2)CCCCC1.[CH2:16]([O:23][C:24]1[CH:38]=[CH:37][C:36]([O:39][CH2:40][C:41]2[CH:46]=[CH:45][CH:44]=[CH:43][CH:42]=2)=[CH:35][C:25]=1[C:26]([NH:28][CH2:29][CH2:30][CH2:31][C:32]([OH:34])=[O:33])=[O:27])[C:17]1[CH:22]=[CH:21][CH:20]=[CH:19][CH:18]=1.[C:47]([NH:50][C:51]1[CH:60]=[CH:59][C:54]([O:55][CH2:56][CH2:57]O)=[CH:53][CH:52]=1)(=[O:49])[CH3:48]>C(Cl)Cl.CN(C1C=CN=CC=1)C>[CH2:16]([O:23][C:24]1[CH:38]=[CH:37][C:36]([O:39][CH2:40][C:41]2[CH:42]=[CH:43][CH:44]=[CH:45][CH:46]=2)=[CH:35][C:25]=1[C:26]([NH:28][CH2:29][CH2:30][CH2:31][C:32]([O:34][CH2:57][CH2:56][O:55][C:54]1[CH:59]=[CH:60][C:51]([NH:50][C:47](=[O:49])[CH3:48])=[CH:52][CH:53]=1)=[O:33])=[O:27])[C:17]1[CH:22]=[CH:21][CH:20]=[CH:19][CH:18]=1. Procedure: 0.57 g (2.75 mmol) of dicyclohexylcarbodiimide was portionwise added to a solution of 1.05 g (2.5 mmol) of 4-{N-[2,5-di(benzyloxy)benzoyl]amino}butyric acid (compound of Example 1) in 16 ml of anhydrous methylene chloride at room temperature under stirring. After stirring the solution at the same temperature for 10 minutes 0.54 g (2.75 mmol) of 2-[4-(acetylamino)phenoxy]ethanol and 0.03 g (0.25 mmol) of 4-(N,N-dimethyl-amino)pyridine were added. The reaction mixture was stirred at room temperatu... Reactants: O=C1CCC(=O)N1Br, COC(=O)c1cc2ncc(-c3ccc(OCc4ccccc4)cc3)c(C3CCCCC3)n2n1, ClCCl. Product: COC(=O)c1nn2c(C3CCCCC3)c(-c3ccc(OCc4ccccc4)cc3)cnc2c1Br. Reaction SMILES: [Br:34][N:35]1[C:36](=[O:37])[CH2:38][CH2:39][C:40]1=[O:41].[CH3:1][O:2][C:3](=[O:4])[c:5]1[n:6][n:7]2[c:8]([n:9][cH:10][c:11](-[c:19]3[cH:20][cH:21][c:22]([O:25][CH2:26][c:27]4[cH:28][cH:29][cH:30][cH:31][cH:32]4)[cH:23][cH:24]3)[c:12]2[CH:13]2[CH2:14][CH2:15][CH2:16][CH2:17][CH2:18]2)[cH:33]1.[Cl:42][CH2:43][Cl:44]>>[CH3:1][O:2][C:3](=[O:4])[c:5]1[n:6][n:7]2[c:8]([n:9][cH:10][c:11](-[c:19]3[cH:20][cH:21][c:22]([O:25][CH2:26][c:27]4[cH:28][cH:29][cH:30][cH:31][cH:32]4)[cH:23][cH:24]3)[c:12]2[CH:13]2[CH2:14][CH2:15][CH2:16][CH2:17][CH2:18]2)[c:33]1[Br:34]. Starting materials: [H-].[H-].[H-].[H-].[Li+].[Al+3] (LiAlH4), C(C=C)SC1=C(C(=O)N)C=CC=C1 (2-allylsulfanyl-benzamide). The solvent is C1CCOC1 (THF). Conditions: time 16 hour. The product is C(C=C)SC1=C(CN)C=CC=C1 (2-allylsulfanyl-benzylamine). Yield: 91.0%. Reaction SMILES: [H-].[H-].[H-].[H-].[Li+].[Al+3].[CH2:7]([S:10][C:11]1[CH:19]=[CH:18][CH:17]=[CH:16][C:12]=1[C:13]([NH2:15])=O)[CH:8]=[CH2:9]>C1COCC1>[CH2:7]([S:10][C:11]1[CH:19]=[CH:18][CH:17]=[CH:16][C:12]=1[CH2:13][NH2:15])[CH:8]=[CH2:9] |f:0.1.2.3.4.5|. Reported procedure: 4.50 g NaBH4 (119 mmol) was added in portions to 7.50 g allyl bromide (62.0 mmol) and 8.35 g 2,2′-dithiodibenzamide (27.4 mmol, prepared from 2,2′-dithiodibenzoic acid via 2,2′-dithiodibenzoic acid chloride) in 80 mL methanol at 0° C. The reaction mixture was stirred 1 hour at room temperature. 50 mL 1N HCl was added and stirring was continued 1 hour. Methanol was removed in vacuo. The residue was extracted with ethyl acetate. The organic phase was washed with brine, dried with MgSO4 and concent... Reactants: O1CCN(CC1)CC(=O)OC (methyl 2-morpholinoacetate), CNN (Methylhydrazine). Solvent: C(C)O (ethanol). Reaction conditions: temperature 95 celsius. Yields the product CN(N)C(CN1CCOCC1)=O (N-methyl-2-morpholinoacetohydrazide). Yield: 49.6%. RXN SMILES: [O:1]1[CH2:6][CH2:5][N:4]([CH2:7][C:8]([O:10]C)=O)[CH2:3][CH2:2]1.[CH3:12][NH:13][NH2:14]>C(O)C>[CH3:12][N:13]([C:8](=[O:10])[CH2:7][N:4]1[CH2:5][CH2:6][O:1][CH2:2][CH2:3]1)[NH2:14]. Procedure: In a 25 mL, sealed tube, methyl 2-morpholinoacetate (0.5 g, 1.0 eq.) was dissolved in ethanol (5 mL) at RT. Methylhydrazine (0.16 g, 1.1 eq.) was introduced dropwise at RT and the reaction mixture was refluxed at 95° C. for 48 h. The reaction mixture was concentrated under reduced pressure (40° C., 20 mm Hg) to afford the crude N-methyl-2-morpholinoacetohydrazide (0.27 g) which was used without further purification in the following step. The reactants are C1CCOC1, CCOC(C)OC(CCO)C(F)(F)F, O=[N+]([O-])c1ccc(Cl)cc1, [H-], [Na+], CN(C)C=O, O. Yields the product CCOC(C)OC(CCOc1ccc([N+](=O)[O-])cc1)C(F)(F)F. As a reaction SMILES: [CH2:28]1[O:29][CH2:30][CH2:31][CH2:32]1.[CH2:3]([CH3:4])[O:5][CH:6]([CH3:7])[O:8][CH:9]([CH2:10][CH2:11][OH:12])[C:13]([F:14])([F:15])[F:16].[Cl:17][c:18]1[cH:19][cH:20][c:21]([N+:24](=[O:25])[O-:26])[cH:22][cH:23]1.[H-:2].[Na+:1].[O:33]=[CH:34][N:35]([CH3:36])[CH3:37].[OH2:27]>>[CH2:3]([CH3:4])[O:5][CH:6]([CH3:7])[O:8][CH:9]([CH2:10][CH2:11][O:12][c:18]1[cH:19][cH:20][c:21]([N+:24](=[O:25])[O-:26])[cH:22][cH:23]1)[C:13]([F:14])([F:15])[F:16]. Starting materials: [H][H] (hydrogen), NCC1=C(C=CC(=C1)Cl)NC=1N(N=NC1)CC1=CC=CC=C1 (N-[2-(aminomethyl)-4-chloro-phenyl]-3-benzyl-triazol-4-amine). The reagents and catalysts are [Pd] (palladium on carbon), Br[Zn]Br (dibromozinc). Run in CO (MeOH), CCOC(=O)C (EtOAc). Conditions: time 2 hour. Product: NCC1=C(C=CC(=C1)Cl)NC1=NNN=C1 (N-(2-(Aminomethyl)-4-chlorophenyl)-2H-1,2,3-triazol-4-amine), Cl (mono hydrochloride), solid. Yield: 80.0%. As a reaction SMILES: [NH2:1][CH2:2][C:3]1[CH:8]=[C:7]([Cl:9])[CH:6]=[CH:5][C:4]=1[NH:10][C:11]1[N:12](CC2C=CC=CC=2)[N:13]=[N:14][CH:15]=1.[H][H]>CO.CCOC(C)=O.[Pd].Br[Zn]Br>[NH2:1][CH2:2][C:3]1[CH:8]=[C:7]([Cl:9])[CH:6]=[CH:5][C:4]=1[NH:10][C:11]1[CH:15]=[N:14][NH:13][N:12]=1.[ClH:9]. Reported procedure: A solution of N-[2-(aminomethyl)-4-chloro-phenyl]-3-benzyl-triazol-4-amine 7b (439 mg, 1.40 mmol) in dry MeOH (18 mL) and EtOAc (18 mL) was treated with dibromozinc (126.0 mg, 0.56 mmol). The degassed mixture was then treated with 10% palladium on carbon (297.8 mg, 0.28 mmol) before affixing a hydrogen balloon. The mixture was stirred at room temperature for 2 h before filtering through celite and concentrating. The material was purified on an ISCO (0-100% MeOH in DCM) and the freebase was stirr... The reactants are C1CCOC1, CO, O=[N+]([O-])c1cccc(-c2n[nH]c3ncnc(Nc4cccc(Cl)c4)c23)c1. Product: Nc1cccc(-c2n[nH]c3ncnc(Nc4cccc(Cl)c4)c23)c1. Reaction SMILES: [CH2:29]1[O:30][CH2:31][CH2:32][CH2:33]1.[CH3:27][OH:28].[N+:1]([O-:2])(=[O:3])[c:4]1[cH:5][c:6](-[c:10]2[n:11][nH:12][c:13]3[n:14][cH:15][n:16][c:17]([NH:19][c:20]4[cH:21][c:22]([Cl:26])[cH:23][cH:24][cH:25]4)[c:18]23)[cH:7][cH:8][cH:9]1>>[NH2:1][c:4]1[cH:5][c:6](-[c:10]2[n:11][nH:12][c:13]3[n:14][cH:15][n:16][c:17]([NH:19][c:20]4[cH:21][c:22]([Cl:26])[cH:23][cH:24][cH:25]4)[c:18]23)[cH:7][cH:8][cH:9]1. Reactants: CO (Methanol), C(C(=O)Cl)(=O)Cl (Oxalyl chloride), ice, ClC1=CC=C(N=N1)C(=O)O (6-chloro-pyridazine-3-carboxylic acid), C(O)([O-])=O.[Na+] (Sodium hydrogen carbonate). Reagents/catalysts: CN(C=O)C (N,N-dimethylformamide). The solvent is ClCCl (dichloromethane). Run at time 1 hour. Yields the product COC(=O)C=1N=NC(=CC1)Cl (6-Chloro-pyridazine-3-carboxylic acid methyl ester). Isolated yield 65.0%. Reaction SMILES: [C:1](Cl)(=O)C(Cl)=O.[Cl:7][C:8]1[N:13]=[N:12][C:11]([C:14]([OH:16])=[O:15])=[CH:10][CH:9]=1.CO.C(=O)([O-])O.[Na+]>ClCCl.CN(C)C=O>[CH3:1][O:15][C:14]([C:11]1[N:12]=[N:13][C:8]([Cl:7])=[CH:9][CH:10]=1)=[O:16] |f:3.4|. Reported procedure: Oxalyl chloride (1.14 mL, 13.09 mmol), was added dropwise to an ice-cold suspension of 6-chloro-pyridazine-3-carboxylic acid [(1.9 g, 11.9 mmol), J. Het. Chem. 29(6), 1583-92; 1992] in a mixture of dichloromethane (50 mL) and N,N-dimethylformamide (1 drop) and the mixture was stirred for 1 hour at room temperature. The reaction mixture was then evaporated under reduced pressure and the residue was diluted with dichloromethane (30 mL) and cooled to 0° C. Methanol (485 μL, 11.9 mmol) was added and... Reactants: ClC1=C(C(=C(C(=C1S)Cl)Cl)Cl)Cl (pentachlorothiophenol), S(=O)(=O)=O (sulfur trioxide), [N+](=O)(O)[O-] (nitric acid), S(O)(O)(=O)=O (sulfuric acid). Product: OS(=O)(=O)O.O=S(=O)=O (oleum). Reaction SMILES: ClC1C(S)=C(Cl)C(Cl)=C(Cl)C=1Cl.[N+]([O-])(O)=O.[S:17](=[O:21])(=[O:20])([OH:19])[OH:18].[S:22](=[O:25])(=[O:24])=[O:23]>>[OH:20][S:17]([OH:21])(=[O:19])=[O:18].[O:23]=[S:22](=[O:25])=[O:24] |f:4.5|. Reported procedure: reacting pentachlorothiophenol (PCTP) with a mixed nitration acid comprising nitric acid and sulfuric acid (and, preferably, sulfur trioxide to form oleum) at a temperature from about 35° to about 110° C. to form pentchloronitrobenzene, the nitric acid being in molar excess of the pentachlorothiophenol.